Dataset: the Open Reaction Database (ORD), a public repository of structured organic reaction records. Task: describe an organic reaction: reactants, conditions, products, and yield Starting materials: CC(C)(C)[Si](OCCCCC(=O)N1C(=O)OCC1Cc1ccccc1)(c1ccccc1)c1ccccc1, ClCCl, O=CC=Cc1ccccc1, [Cl-], [Cl-], [Cl-], [Cl-], [Ti+4]. Product: CC(C)(C)[Si](OCCCC(C(=O)N1C(=O)OCC1Cc1ccccc1)C(O)C=Cc1ccccc1)(c1ccccc1)c1ccccc1. RXN SMILES: [CH2:1]([c:2]1[cH:3][cH:4][cH:5][cH:6][cH:7]1)[CH:8]1[N:9]([C:14]([CH2:15][CH2:16][CH2:17][CH2:18][O:19][Si:20]([c:21]2[cH:22][cH:23][cH:24][cH:25][cH:26]2)([c:27]2[cH:28][cH:29][cH:30][cH:31][cH:32]2)[C:33]([CH3:34])([CH3:35])[CH3:36])=[O:37])[C:10](=[O:13])[O:11][CH2:12]1.[CH2:48]([Cl:49])[Cl:50].[CH:38]([CH:39]=[CH:40][c:41]1[cH:42][cH:43][cH:44][cH:45][cH:46]1)=[O:47].[Cl-:51].[Cl-:53].[Cl-:54].[Cl-:55].[Ti+4:52]>>[CH2:1]([c:2]1[cH:3][cH:4][cH:5][cH:6][cH:7]1)[CH:8]1[N:9]([C:14]([CH:15]([CH2:16][CH2:17][CH2:18][O:19][Si:20]([c:21]2[cH:22][cH:23][cH:24][cH:25][cH:26]2)([c:27]2[cH:28][cH:29][cH:30][cH:31][cH:32]2)[C:33]([CH3:34])([CH3:35])[CH3:36])[CH:38]([CH:39]=[CH:40][c:41]2[cH:42][cH:43][cH:44][cH:45][cH:46]2)[OH:47])=[O:37])[C:10](=[O:13])[O:11][CH2:12]1. The reactants are OC(F)(F)CF, NC(=CC(=O)N1CCn2c(nnc2C(F)(F)F)C1)Cc1cc(F)c(F)cc1F. Yields the product NC(CC(=O)N1CCn2c(nnc2C(F)(F)F)C1)Cc1cc(F)c(F)cc1F. RXN SMILES: [F:1][CH2:2][C:3]([F:4])([F:5])[OH:6].[O:7]=[C:8]([CH:9]=[C:10]([CH2:11][c:12]1[c:13]([F:20])[cH:14][c:15]([F:19])[c:16]([F:18])[cH:17]1)[NH2:21])[N:22]1[CH2:23][c:24]2[n:25]([c:28]([C:31]([F:32])([F:33])[F:34])[n:29][n:30]2)[CH2:26][CH2:27]1>>[O:7]=[C:8]([CH2:9][CH:10]([CH2:11][c:12]1[c:13]([F:20])[cH:14][c:15]([F:19])[c:16]([F:18])[cH:17]1)[NH2:21])[N:22]1[CH2:23][c:24]2[n:25]([c:28]([C:31]([F:32])([F:33])[F:34])[n:29][n:30]2)[CH2:26][CH2:27]1. Reactants: C(Cl)C1CO1 (epichlorohydrin), C(C)(C)SC1=CC=C(C=C1)O (4-(isopropylthio)phenol), C1(CCCCC1)CCCCN (cyclohexylbutylamine). The product is Cl.C1(CCCCC1)CCCCNCC(COC1=CC=C(C=C1)SC(C)C)O (1-[(4-cyclohexylbutyl)amino]-3-[4-[(1-methylethyl)thio]phenoxy]-2-propanol hydrochloride). The yield is 11.4%. Reaction SMILES: [CH2:1]([CH:3]1[O:5][CH2:4]1)[Cl:2].[CH:6]([S:9][C:10]1[CH:15]=[CH:14][C:13]([OH:16])=[CH:12][CH:11]=1)([CH3:8])[CH3:7].[CH:17]1([CH2:23][CH2:24][CH2:25][CH2:26][NH2:27])[CH2:22][CH2:21][CH2:20][CH2:19][CH2:18]1>>[ClH:2].[CH:17]1([CH2:23][CH2:24][CH2:25][CH2:26][NH:27][CH2:1][CH:3]([OH:5])[CH2:4][O:16][C:13]2[CH:14]=[CH:15][C:10]([S:9][CH:6]([CH3:8])[CH3:7])=[CH:11][CH:12]=2)[CH2:22][CH2:21][CH2:20][CH2:19][CH2:18]1 |f:3.4|. Reported procedure: Reaction of the epichlorohydrin derivative of 4-(isopropylthio)phenol (9.0 g., 0.04 mole) with cyclohexylbutylamine (6.7 g., 0.043 mole) according to procedure of Example 2(b) and crystallization of the crude product from ethanol affords an 11.4% yield of analytically pure 1-[(4-cyclohexylbutyl)amino]-3-[4-[(1-methylethyl)thio]phenoxy]-2-propanol hydrochloride, m.p. 179° with prior softening from 118°. Starting materials: C(C)(C)N(CC)C(C)C (diisopropylethylamine), C1(=CC=CC=C1)NN (phenylhydrazine), OC1=C(C=NC2=CC=CN=C12)C(=O)OCC (ethyl 4-hydroxy-1,5-naphthyridine-3-carboxylate), C(C(=O)Cl)(=O)Cl (oxalyl chloride). The solvent is C(Cl)Cl (methylene chloride), CN(C=O)C (dimethylformamide), C(Cl)Cl (methylene chloride), O (water). Reaction conditions: time 35 minute. Product: C1(=CC=CC=C1)N1N=C2C(=CNC=3C=CC=NC23)C1=O (2-phenyl-pyrazolo[4,3-c] [1,5]naphthyridin-3(5H)-one). As a reaction SMILES: O[C:2]1[C:11]2[C:6](=[CH:7][CH:8]=[CH:9][N:10]=2)[N:5]=[CH:4][C:3]=1[C:12]([O:14]CC)=O.C(Cl)(=O)C(Cl)=O.C(N(C(C)C)CC)(C)C.[C:32]1([NH:38][NH2:39])[CH:37]=[CH:36][CH:35]=[CH:34][CH:33]=1>CN(C)C=O.C(Cl)Cl.O>[C:32]1([N:38]2[C:12](=[O:14])[C:3]3=[CH:4][NH:5][C:6]4[CH:7]=[CH:8][CH:9]=[N:10][C:11]=4[C:2]3=[N:39]2)[CH:37]=[CH:36][CH:35]=[CH:34][CH:33]=1. Procedure: To a slurry of 1.5 g of ethyl 4-hydroxy-1,5-naphthyridine-3-carboxylate (prepared according to J. Inorg. Nucl. Chem., (1966) 28, 2439) in 17 ml of dimethylformamide is added 0.907 g of oxalyl chloride in 2 ml of methylene chloride while maintaining the reaction temperature between -25° and -30°. The mixture is stirred at -25° for 35 minutes. A solution of 0.995 g of diisopropylethylamine and 0.833 g of phenylhydrazine in 4 ml of methylene chloride is added to the mixture in 8 minutes at -30° to ... Product: CN(C(=O)CNC(=O)OC(C)(C)C)n1cccc1C(=O)c1ccccc1Cl. As a reaction SMILES: [C:17]([CH3:18])([CH3:19])([CH3:20])[O:21][C:22](=[O:23])[NH:24][CH2:25][C:26](=[O:27])[OH:28].[CH:29]1([N:30]=[C:31]=[N:32][CH:33]2[CH2:34][CH2:35][CH2:36][CH2:37][CH2:38]2)[CH2:39][CH2:40][CH2:41][CH2:42][CH2:43]1.[Cl:1][c:2]1[c:3]([C:4](=[O:5])[c:6]2[n:7]([NH:11][CH3:12])[cH:8][cH:9][cH:10]2)[cH:13][cH:14][cH:15][cH:16]1.[Cl:44][CH2:45][Cl:46]>>[Cl:1][c:2]1[c:3]([C:4](=[O:5])[c:6]2[n:7]([N:11]([CH3:12])[C:26]([CH2:25][NH:24][C:22]([O:21][C:17]([CH3:18])([CH3:19])[CH3:20])=[O:23])=[O:27])[cH:8][cH:9][cH:10]2)[cH:13][cH:14][cH:15][cH:16]1. Reactants: CC(C)(C)OC(=O)NCC(=O)O, C(=NC1CCCCC1)=NC1CCCCC1, CNn1cccc1C(=O)c1ccccc1Cl, ClCCl.